This data is from the Open Reaction Database (ORD), a public repository of structured organic reaction records. The task is: describe an organic reaction: reactants, conditions, products, and yield The reactants are C(C)OC(C(CC=C(C)C)(C)SC1=CC=C(C=C1)OC)=O (2-(4-methoxy-phenylsulfanyl)-2,5-dimethyl-hex-4-enoic acid ethyl ester). The solvent is CO (methanol), [OH-].[Na+] (NaOH). Yields the product COC1=CC=C(C=C1)SC(C(=O)O)(CC=C(C)C)C (2-(4-Methoxy-phenylsulfanyl)-2,5-dimethyl-hex-4-enoic acid). As a reaction SMILES: C([O:3][C:4](=[O:21])[C:5]([S:12][C:13]1[CH:18]=[CH:17][C:16]([O:19][CH3:20])=[CH:15][CH:14]=1)([CH3:11])[CH2:6][CH:7]=[C:8]([CH3:10])[CH3:9])C>CO.[OH-].[Na+]>[CH3:20][O:19][C:16]1[CH:15]=[CH:14][C:13]([S:12][C:5]([CH3:11])([CH2:6][CH:7]=[C:8]([CH3:10])[CH3:9])[C:4]([OH:21])=[O:3])=[CH:18][CH:17]=1 |f:2.3|. Procedure: 2-(4-Methoxy-phenylsulfanyl)-2,5-dimethyl-hex-4-enoic acid was prepared starting from 2-(4-methoxy-phenylsulfanyl)-2,5-dimethyl-hex-4-enoic acid ethyl ester (2.0 g, 6.4 mmol) dissolved in methanol (50 ml) and 10 N NaOH (20 ml). The resulting reaction mixture was worked up as outlined in Example 1. Yield is 1.9 g, 99% of low melting solid. MS: 280 (M+H)+. Starting materials: Cl.CONC (N-methoxymethanamine hydrochloride), ON1N=NC2=C1C=CC=C2 (1-hydroxybenzotriazole), ClC=1C=C(C=CC1S(=O)(=O)C)C(C(=O)O)CC1CCOCC1 (2-[3-chloro-4-(methylsulfonyl)phenyl]-3-(tetrahydro-2H-pyran-4-yl)propanoic acid), Cl.CN(CCCN=C=NCC)C (N-[3-(dimethylamino)propyl]-N′-ethylcarbodiimide hydrochloride). The solvent is C(C)#N (acetonitrile), C(C)N(CC)CC (triethylamine), C(C)(=O)OCC (ethyl acetate). Run at time 8 hour. The product is ClC=1C=C(C=CC1S(=O)(=O)C)C(C(=O)N(C)OC)CC1CCOCC1 (2-[3-chloro-4-(methylsulfonyl)phenyl]-N-methoxy-N-methyl-3-(tetrahydro-2H-pyran-4-yl)propanamide). Isolated yield 94.2%. Reaction SMILES: Cl.[CH3:2][O:3][NH:4][CH3:5].[Cl:6][C:7]1[CH:8]=[C:9]([CH:17]([CH2:21][CH:22]2[CH2:27][CH2:26][O:25][CH2:24][CH2:23]2)[C:18](O)=[O:19])[CH:10]=[CH:11][C:12]=1[S:13]([CH3:16])(=[O:15])=[O:14].Cl.CN(C)CCCN=C=NCC.ON1C2C=CC=CC=2N=N1>C(#N)C.C(OCC)(=O)C.C(N(CC)CC)C>[Cl:6][C:7]1[CH:8]=[C:9]([CH:17]([CH2:21][CH:22]2[CH2:27][CH2:26][O:25][CH2:24][CH2:23]2)[C:18]([N:4]([O:3][CH3:2])[CH3:5])=[O:19])[CH:10]=[CH:11][C:12]=1[S:13]([CH3:16])(=[O:15])=[O:14] |f:0.1,3.4|. Procedure details: A solution of N-methoxymethanamine hydrochloride (2.75 g) in acetonitrile (120 mL) was neutralized with triethylamine (9.83 mL), 2-[3-chloro-4-(methylsulfonyl)phenyl]-3-(tetrahydro-2H-pyran-4-yl)propanoic acid (8.16 g), N-[3-(dimethylamino)propyl]-N′-ethylcarbodiimide hydrochloride (6.77 g) and 1-hydroxybenzotriazole (541 mg) were added under ice-cooling. The reaction mixture was stirred overnight at room temperature, diluted with ethyl acetate, and washed with water and saturated aqueous sodium... The reactants are COC(=O)CBr, O=C([O-])[O-], CC#N, Cl, [Cs+], [Cs+], Cc1cc(C=O)ccc1O. Product: COC(=O)COc1ccc(C=O)cc1C. As a reaction SMILES: [Br:17][CH2:18][C:19](=[O:20])[O:21][CH3:22].[C:11](=[O:12])([O-:13])[O-:14].[CH3:24][C:25]#[N:26].[ClH:23].[Cs+:15].[Cs+:16].[OH:1][c:2]1[c:3]([CH3:10])[cH:4][c:5]([CH:6]=[O:7])[cH:8][cH:9]1>>[O:1]([c:2]1[c:3]([CH3:10])[cH:4][c:5]([CH:6]=[O:7])[cH:8][cH:9]1)[CH2:18][C:19](=[O:20])[O:21][CH3:22].